From a dataset of the Open Reaction Database (ORD), a public repository of structured organic reaction records. describe an organic reaction: reactants, conditions, products, and yield The reactants are C([O-])(O)=O.[K+] (potassium bicarbonate), O[C@H]1C[C@@H]2CC[C@H]3[C@@H]4CC[C@H](C(C=C)=O)[C@]4(CC([C@@H]3[C@]2(CC1)C)=O)C (3α-Hydroxy-21-methylene-5α-pregnane11,20 -dione), C(C)O (ethanol), O (water). Yields the product C(C)OCCC([C@H]1CC[C@H]2[C@@H]3CC[C@H]4C[C@@H](CC[C@]4(C)[C@H]3C(C[C@]12C)=O)O)=O (21-Ethoxymethyl-3α-hydroxy-5α-pregnane-11,20-dione). As a reaction SMILES: [OH:1][C@@H:2]1[CH2:22][CH2:21][C@@:20]2([CH3:23])[C@@H:4]([CH2:5][CH2:6][C@@H:7]3[C@@H:19]2[C:18](=[O:24])[CH2:17][C@@:16]2([CH3:25])[C@H:8]3[CH2:9][CH2:10][C@@H:11]2[C:12](=[O:15])[CH:13]=[CH2:14])[CH2:3]1.C(=O)(O)[O-].[K+].O.[CH2:32]([OH:34])[CH3:33]>>[CH2:32]([O:34][CH2:14][CH2:13][C:12](=[O:15])[C@@H:11]1[C@:16]2([CH3:25])[C@H:8]([C@H:7]3[C@H:19]([C:18](=[O:24])[CH2:17]2)[C@:20]2([CH3:23])[C@H:4]([CH2:3][C@H:2]([OH:1])[CH2:22][CH2:21]2)[CH2:5][CH2:6]3)[CH2:9][CH2:10]1)[CH3:33] |f:1.2|. Procedure details: 3α-Hydroxy-21-methylene-5α-pregnane11,20 -dione (250 mg) was dissolved in ethanol (50 ml) and potassium bicarbonate solution (10%; 3 ml) added to the refluxing solution. After 3/4 hour the mixture was poured into water, and extracted into ether. The extract was washed with water, dried (Na2SO4) and evaporated to a white solid (190 mg) which was recrystallised from ether to give title compound (120 mg) m.p. 126°-129.5° C [α]D + 87.5° (c, 1.03). Starting materials: C[O-], CO, CCO, Cl, [Na+], OCC(O)CS, ClCc1ccncc1. The product is OCC(O)CSCc1ccncc1. Reaction SMILES: [CH3:1][O-:2].[CH3:22][OH:23].[CH3:4][CH2:5][OH:6].[ClH:7].[Na+:3].[SH:16][CH2:17][CH:18]([CH2:19][OH:20])[OH:21].[cH:8]1[cH:9][c:10]([CH2:14][Cl:15])[cH:11][cH:12][n:13]1>>[cH:8]1[cH:9][c:10]([CH2:14][S:16][CH2:17][CH:18]([CH2:19][OH:20])[OH:21])[cH:11][cH:12][n:13]1. Starting materials: BrCc1ccccc1, Cc1ccccc1, Cc1ccncc1. The product is [Br-], Cc1cc[n+](Cc2ccccc2)cc1. RXN SMILES: [Br:8][CH2:9][c:10]1[cH:11][cH:12][cH:13][cH:14][cH:15]1.[CH3:16][c:17]1[cH:18][cH:19][cH:20][cH:21][cH:22]1.[n:1]1[cH:2][cH:3][c:4]([CH3:7])[cH:5][cH:6]1>>[Br-:8].[n+:1]1([CH2:9][c:10]2[cH:11][cH:12][cH:13][cH:14][cH:15]2)[cH:2][cH:3][c:4]([CH3:7])[cH:5][cH:6]1. Reactants: O=C([O-])[O-], COC(=O)C(C)(C)Br, CN(C)C=O, [K+], [K+], CC1(C)Cc2cc(C#N)ccc2NC1c1cccc(N)c1. Product: COC(=O)C(C)(C)Nc1cccc(C2Nc3ccc(C#N)cc3CC2(C)C)c1. As a reaction SMILES: [C:30](=[O:31])([O-:32])[O-:33].[CH3:22][O:23][C:24]([C:25]([CH3:26])([CH3:27])[Br:28])=[O:29].[CH3:36][N:37]([CH3:38])[CH:39]=[O:40].[K+:34].[K+:35].[NH2:1][c:2]1[cH:3][c:4]([CH:8]2[NH:9][c:10]3[cH:11][cH:12][c:13]([C:20]#[N:21])[cH:14][c:15]3[CH2:16][C:17]2([CH3:18])[CH3:19])[cH:5][cH:6][cH:7]1>>[NH:1]([c:2]1[cH:3][c:4]([CH:8]2[NH:9][c:10]3[cH:11][cH:12][c:13]([C:20]#[N:21])[cH:14][c:15]3[CH2:16][C:17]2([CH3:18])[CH3:19])[cH:5][cH:6][cH:7]1)[C:25]([C:24]([O:23][CH3:22])=[O:29])([CH3:26])[CH3:27]. Starting materials: [N+](=O)([O-])NC(=N)N (nitroguanidine), C[O-].[Na+] (sodium methoxide), C(=O)C(C(=O)OCC)CC1=CC(=NC=C1)OC (ethyl 2-formyl-3-(2-methoxy-4-pyridyl)-propionate). Run in C(C)(=O)O (acetic acid). Product: [N+](=O)([O-])NC1=NC=C(C(N1)=O)C1=CC(=NC=C1)OC (2-nitroamino-5-(2-methoxy-4-pyridyl)-4-pyrimidone). As a reaction SMILES: [N+:1]([NH:4][C:5]([NH2:7])=[NH:6])([O-:3])=[O:2].[CH3:8][O-:9].[Na+].C([CH:13]([CH2:19][C:20]1[CH:25]=[CH:24][N:23]=[C:22]([O:26][CH3:27])[CH:21]=1)C(OCC)=O)=O>C(O)(=O)C>[N+:1]([NH:4][C:5]1[NH:7][C:8](=[O:9])[C:19]([C:20]2[CH:25]=[CH:24][N:23]=[C:22]([O:26][CH3:27])[CH:21]=2)=[CH:13][N:6]=1)([O-:3])=[O:2] |f:1.2|. Procedure details: By a process similar to that of Example 5, reaction of nitroguanidine, sodium methoxide and ethyl 2-formyl-3-(2-methoxy-4-pyridyl)-propionate gave 2-nitroamino-5-(2-methoxy-4-pyridyl)-4-pyrimidone, m.p. 194°-5.5° (from aqueous acetic acid). The reactants are IC=1C=C(C(=C(C(=O)OC)C1)OC)OC (methyl 5-iodo-2,3-dimethoxy-benzoate), O.C1(=CC=C(C=C1)S(=O)[O-])C.[Na+] (sodium p-toluenesulfinate hydrate), O (H2O), CCOC(=O)C (EtOAc). Reagents/catalysts: [Cu]I (CuI). The solvent is CN(C)C=O (DMF). Conditions: temperature 110 celsius, time 14 hour. The product is COC1=C(C(=O)OC)C=C(C=C1OC)S(=O)(=O)C1=CC=C(C=C1)C (Methyl 2,3-dimethoxy-5-(toluene-4-sulfonyl)-benzoate). RXN SMILES: I[C:2]1[CH:3]=[C:4]([O:14][CH3:15])[C:5]([O:12][CH3:13])=[C:6]([CH:11]=1)[C:7]([O:9][CH3:10])=[O:8].O.[C:17]1([CH3:26])[CH:22]=[CH:21][C:20]([S:23]([O-:25])=[O:24])=[CH:19][CH:18]=1.[Na+].O.CCOC(C)=O>CN(C=O)C.[Cu]I>[CH3:13][O:12][C:5]1[C:4]([O:14][CH3:15])=[CH:3][C:2]([S:23]([C:20]2[CH:21]=[CH:22][C:17]([CH3:26])=[CH:18][CH:19]=2)(=[O:25])=[O:24])=[CH:11][C:6]=1[C:7]([O:9][CH3:10])=[O:8] |f:1.2.3|. Reported procedure: To a solution of methyl 5-iodo-2,3-dimethoxy-benzoate (2.25 g, 7.0 mmol) in 20 mL DMF, sodium p-toluenesulfinate hydrate (2.21 g, 11.26 mmol, 1.6 eq.) and CuI (2.22 g, 11.6 mmol, 1.66 eq.) were added and light green solution was stirred at 110° C. for 14 h. H2O and EtOAc were then added to the mixture and the phases were separated. The organic layer was washed with saturated NaCl solution, dried over MgSO4 and evaporated under reduced pressure. The crude product was purified using flash chromato... Starting materials: C(C1=CC=CC=C1)(=O)C1=CC=C(OCCN)C=C1 (2-(p-benzoylphenoxy)ethylamine), C(C)SC(=O)Cl (chlorothioformic acid S-ethyl ester), C([O-])([O-])=O.[K+].[K+] (potassium carbonate). The solvent is CC(=O)C (acetone). Yields the product C(C)SC(NCCOC1=CC=C(C=C1)C(C1=CC=CC=C1)=O)=O (2-(p-benzoylphenoxy)ethylthiocarbamic acid S-ethyl ester). As a reaction SMILES: [C:1]([C:9]1[CH:18]=[CH:17][C:12]([O:13][CH2:14][CH2:15][NH2:16])=[CH:11][CH:10]=1)(=[O:8])[C:2]1[CH:7]=[CH:6][CH:5]=[CH:4][CH:3]=1.[CH2:19]([S:21][C:22](Cl)=[O:23])[CH3:20].C(=O)([O-])[O-].[K+].[K+]>CC(C)=O>[CH2:19]([S:21][C:22](=[O:23])[NH:16][CH2:15][CH2:14][O:13][C:12]1[CH:11]=[CH:10][C:9]([C:1](=[O:8])[C:2]2[CH:3]=[CH:4][CH:5]=[CH:6][CH:7]=2)=[CH:18][CH:17]=1)[CH3:20] |f:2.3.4|. Procedure details: 6.4 g of 2-(p-benzoylphenoxy)ethylamine and 17.2 g of chlorothioformic acid S-ethyl ester are dissolved in 230 ml of acetone, 22.2 g of potassium carbonate are added to the solution. The mixture is heated under reflux for 6 hours. After cooling to room temperature, the mixture is filtered, the residue is washed with acetone and the filtrate is evaporated in vacuo. The residue is suspended in hot ether and filtered. The residue is then washed with ether and the filtrate is evaporated in vacuo. Re...